This data is from the Open Reaction Database (ORD), a public repository of structured organic reaction records. The task is: describe an organic reaction: reactants, conditions, products, and yield The reactants are ON1N=NC2=C1C=CC=C2 (1-Hydroxybenztriazole), C1(CCCCC1)N=C=NC1CCCCC1 (dicyclohexylcarbodiimide), C(C1=CC=CC=C1)N1CC(CC1=O)(C(=O)OCC)C(=O)[O-] (monoethyl 1-benzyl-5-oxopyrrolidine-3,3-dicarboxylate), C(C1=CC=CC=C1)N (benzylamine). Run in O1CCCC1 (tetrahydrofuran). Run at time 8 hour. Product: C(C1=CC=CC=C1)N1CC(CC1=O)(C(=O)OCC)C(NCC1=CC=CC=C1)=O (Ethyl 1-benzyl-3-(benzylcarbamoyl)-5-oxopyrrolidine-3-carboxylate). The yield is 99.2%. RXN SMILES: ON1C2C=CC=CC=2N=N1.C1(N=C=NC2CCCCC2)CCCCC1.[CH2:26]([N:33]1[C:37](=[O:38])[CH2:36][C:35]([C:44]([O-:46])=O)([C:39]([O:41][CH2:42][CH3:43])=[O:40])[CH2:34]1)[C:27]1[CH:32]=[CH:31][CH:30]=[CH:29][CH:28]=1.[CH2:47]([NH2:54])[C:48]1[CH:53]=[CH:52][CH:51]=[CH:50][CH:49]=1>O1CCCC1>[CH2:26]([N:33]1[C:37](=[O:38])[CH2:36][C:35]([C:44](=[O:46])[NH:54][CH2:47][C:48]2[CH:53]=[CH:52][CH:51]=[CH:50][CH:49]=2)([C:39]([O:41][CH2:42][CH3:43])=[O:40])[CH2:34]1)[C:27]1[CH:28]=[CH:29][CH:30]=[CH:31][CH:32]=1. Procedure details: 1-Hydroxybenztriazole (2.78 g) and dicyclohexylcarbodiimide (42.5 g) were added to a mixture of monoethyl 1-benzyl-5-oxopyrrolidine-3,3-dicarboxylate (60.0 g), benzylamine (23.2 g) and tetrahydrofuran (500 ml), and the mixture was stirred at room temperature overnight. The insoluble matter was removed by filtration and the filtrate was concentrated. Ethyl acetate (400 ml) was added and the mixture was sequentially washed with an aqueous solution of potassium carbonate, water, dilute hydrochloric... As a reaction SMILES: [CH2:1]([c:2]1[cH:3][cH:4][cH:5][cH:6][cH:7]1)[N:8]1[CH2:9][CH:10]([CH2:14][c:15]2[cH:16][nH:17][c:18]3[cH:19][cH:20][c:21]([F:24])[cH:22][c:23]23)[CH:11]=[CH:12][CH2:13]1.[CH3:32][OH:33].[Cl:25][CH2:26][CH2:27][O:28][C:29]([Cl:30])=[O:31].[Cl:34][CH:35]([Cl:36])[CH3:37]>>[NH:8]1[CH2:9][CH:10]([CH2:14][c:15]2[cH:16][nH:17][c:18]3[cH:19][cH:20][c:21]([F:24])[cH:22][c:23]23)[CH:11]=[CH:12][CH2:13]1. Starting materials: Fc1ccc2[nH]cc(CC3C=CCN(Cc4ccccc4)C3)c2c1, CO, O=C(Cl)OCCCl, CC(Cl)Cl. The product is Fc1ccc2[nH]cc(CC3C=CCNC3)c2c1.